This data is from the Open Reaction Database (ORD), a public repository of structured organic reaction records. The task is: describe an organic reaction: reactants, conditions, products, and yield Starting materials: C#CC, CC#CC(=O)C1=C(C)C=CCC1(C)C, CC(C)=CCCC(C)=CC=O, CO, O=[Mn]=O. Yields the product CC=CC(=O)C1=C(C)C=CCC1(C)C. RXN SMILES: [CH3:12][C:13]#[CH:14].[CH3:15][C:16]1=[C:17]([C:24]([C:25]#[C:26][CH3:27])=[O:28])[C:18]([CH3:22])([CH3:23])[CH2:19][CH:20]=[CH:21]1.[CH3:1][C:2](=[CH:3][CH2:4][CH2:5][C:6](=[CH:7][CH:8]=[O:9])[CH3:10])[CH3:11].[CH3:32][OH:33].[O:29]=[Mn:30]=[O:31]>>[CH3:15][C:16]1=[C:17]([C:24]([CH:25]=[CH:26][CH3:27])=[O:28])[C:18]([CH3:22])([CH3:23])[CH2:19][CH:20]=[CH:21]1. The reactants are C(C)(C)C1=C(C(=CC=C1)C(C)C)N=C=O (2,6-diisopropylphenyl isocyanate), C(CCCCCCCCCCCCC)S(=O)(=O)N (1-tetradecylsulfonamide), [H-].[Na+] (NaH). Run in CN(C)C=O (DMF), CN(C)C=O (DMF). Run at time 60 minute. Product: CC(C)C1=C(C(=CC=C1)C(C)C)NC(=O)NS(=O)(=O)CCCCCCCCCCCCCC (N-[2,6-Bis(1-methylethyl)phenyl]-N'-(tetradecylsulfonyl)urea). The yield is 62.3%. As a reaction SMILES: [CH2:1]([S:15]([NH2:18])(=[O:17])=[O:16])[CH2:2][CH2:3][CH2:4][CH2:5][CH2:6][CH2:7][CH2:8][CH2:9][CH2:10][CH2:11][CH2:12][CH2:13][CH3:14].[H-].[Na+].[CH:21]([C:24]1[CH:29]=[CH:28][CH:27]=[C:26]([CH:30]([CH3:32])[CH3:31])[C:25]=1[N:33]=[C:34]=[O:35])([CH3:23])[CH3:22]>CN(C=O)C>[CH3:23][CH:21]([C:24]1[CH:29]=[CH:28][CH:27]=[C:26]([CH:30]([CH3:31])[CH3:32])[C:25]=1[NH:33][C:34]([NH:18][S:15]([CH2:1][CH2:2][CH2:3][CH2:4][CH2:5][CH2:6][CH2:7][CH2:8][CH2:9][CH2:10][CH2:11][CH2:12][CH2:13][CH3:14])(=[O:16])=[O:17])=[O:35])[CH3:22] |f:1.2|. Reported procedure: A solution of 1-tetradecylsulfonamide (9.0 g, 32.4 mmoles) in DMF (90 mL) was added dropwise to a stirred suspension of NaH (1.63 g, 68 mmoles) in 30 mL of DMF. The solution was stirred 60 minutes, then 2,6-diisopropylphenyl isocyanate (7.0 mL, 33 mmoles) was added dropwise. The mixture was stirred overnight at room temperature, then quenched by dropwise addition of 1M HCl. The mixture was then partitioned between H2O and ethyl acetate (500 mL each). The aqueous layer was further extracted with ... Starting materials: Nc1ncc(Br)nc1Br, COCCOC, CCOC(C)=O, [Na+], O=C([O-])O, O, O, [Pd], c1ccc(P(c2ccccc2)c2ccccc2)cc1, OB(O)c1cc2ccccc2o1. Yields the product Nc1ncc(Br)nc1-c1cc2ccccc2o1. Reaction SMILES: [Br:1][c:2]1[c:3]([NH2:9])[n:4][cH:5][c:6]([Br:8])[n:7]1.[CH2:46]([CH2:47][O:48][CH3:49])[O:50][CH3:51].[CH3:53][CH2:54][O:55][C:56]([CH3:57])=[O:58].[Na+:26].[O-:22][C:23]([OH:24])=[O:25].[OH2:52].[OH2:59].[Pd:60].[c:27]1([P:28]([c:29]2[cH:30][cH:31][cH:32][cH:33][cH:34]2)[c:35]2[cH:36][cH:37][cH:38][cH:39][cH:40]2)[cH:41][cH:42][cH:43][cH:44][cH:45]1.[o:10]1[c:11]([B:19]([OH:20])[OH:21])[cH:12][c:13]2[c:14]1[cH:15][cH:16][cH:17][cH:18]2>>[c:2]1(-[c:11]2[o:10][c:14]3[c:13]([cH:12]2)[cH:18][cH:17][cH:16][cH:15]3)[c:3]([NH2:9])[n:4][cH:5][c:6]([Br:8])[n:7]1. The reactants are C(C)(C)(C)OC(=O)N1[C@@H](CC(C1)=NOC)C(=O)O ((2S,4EZ)-1-(tert-butoxycarbonyl)-4-(methoxyimino)-2-pyrrolidinecarboxylic acid), N(=C=O)C1=CC(=CC=C1)C (1-isocyanato-3-methylbenzene), S1C(=CC=C1)CN (2-thienylmethylamine). Yields the product CON=C1C[C@H](N(C1)C(=O)NC1=CC(=CC=C1)C)C(=O)NCC=1SC=CC1 ((2S,4EZ)-4-(methoxyimino)-N1-(3-methylphenyl)-N2-(2-thienylmethyl)-1,2-pyrrolidinedicarboxamide). RXN SMILES: C(O[C:6]([N:8]1[CH2:12][C:11](=[N:13][O:14][CH3:15])[CH2:10][C@H:9]1[C:16]([OH:18])=O)=[O:7])(C)(C)C.[N:19]([C:22]1[CH:27]=[CH:26][CH:25]=[C:24]([CH3:28])[CH:23]=1)=C=O.[S:29]1[CH:33]=[CH:32][CH:31]=[C:30]1[CH2:34][NH2:35]>>[CH3:15][O:14][N:13]=[C:11]1[CH2:12][N:8]([C:6]([NH:19][C:22]2[CH:27]=[CH:26][CH:25]=[C:24]([CH3:28])[CH:23]=2)=[O:7])[C@H:9]([C:16]([NH:35][CH2:34][C:30]2[S:29][CH:33]=[CH:32][CH:31]=2)=[O:18])[CH2:10]1. Reported procedure: Following the general method as outlined in Example 22, starting from (2S,4EZ)-1-(tert-butoxycarbonyl)-4-(methoxyimino)-2-pyrrolidinecarboxylic acid, 1-isocyanato-3-methylbenzene, and 2-thienylmethylamine the title compound was obtained in 98% purity by LC/MS. MS(ESI+): m/z=387.2. Starting materials: O1C(C1)COC1CCN(CC1)C(=O)OCC1=CC=CC=C1 (benzyl 4-(oxiran-2-ylmethoxy)piperidine-1-carboxylate), CCCC[N+](CCCC)(CCCC)CCCC.F.F.[F-] (tetrabutylammonium dihydrogen trifluoride). Reaction conditions: temperature 120 celsius, time 8 hour. The product is FCC(COC1CCN(CC1)C(=O)OCC1=CC=CC=C1)O (benzyl 4-(3-fluoro-2-hydroxypropoxy)piperidine-1-carboxylate). The yield is 49.6%. Reaction SMILES: [O:1]1[CH2:3][CH:2]1[CH2:4][O:5][CH:6]1[CH2:11][CH2:10][N:9]([C:12]([O:14][CH2:15][C:16]2[CH:21]=[CH:20][CH:19]=[CH:18][CH:17]=2)=[O:13])[CH2:8][CH2:7]1.CCCC[N+](CCCC)(CCCC)CCCC.[FH:39].F.[F-]>>[F:39][CH2:3][CH:2]([OH:1])[CH2:4][O:5][CH:6]1[CH2:11][CH2:10][N:9]([C:12]([O:14][CH2:15][C:16]2[CH:21]=[CH:20][CH:19]=[CH:18][CH:17]=2)=[O:13])[CH2:8][CH2:7]1 |f:1.2.3.4|. Procedure details: A mixture of benzyl 4-(oxiran-2-ylmethoxy)piperidine-1-carboxylate (1.81 g) and tetrabutylammonium dihydrogen trifluoride (3.74 g) was stirred at 120° C. overnight. The reaction mixture was purified by silica gel column chromatography (ethyl acetate/hexane) to give the title compound (960 mg). The reactants are C(CCC)C=1N(C(=CN1)/C=C(/C(=O)O)\CC1=CC=CC=C1)CC1=C(C=CC=C1)Cl ((E)-3-[2-n-Butyl-1-{(2-chlorophenyl)methyl}-1H-imidazol-5-yl]-2-benzyl-2-propenoic acid), S(=O)(Cl)Cl (thionyl chloride), [OH-].[NH4+] (ammonium hydroxide). The product is C(CCC)C=1N(C(=CN1)/C=C(/C(=O)N)\CC1=CC=CC=C1)CC1=C(C=CC=C1)Cl ((E)-3-[2-n-Butyl-1-{(2-chlorophenyl)methyl}-1H-imidazol-5-yl]-2-benzyl-2-propenamide). Reaction SMILES: [CH2:1]([C:5]1[N:6]([CH2:22][C:23]2[CH:28]=[CH:27][CH:26]=[CH:25][C:24]=2[Cl:29])[C:7](/[CH:10]=[C:11](\[CH2:15][C:16]2[CH:21]=[CH:20][CH:19]=[CH:18][CH:17]=2)/[C:12](O)=[O:13])=[CH:8][N:9]=1)[CH2:2][CH2:3][CH3:4].S(Cl)(Cl)=O.[OH-].[NH4+:35]>>[CH2:1]([C:5]1[N:6]([CH2:22][C:23]2[CH:28]=[CH:27][CH:26]=[CH:25][C:24]=2[Cl:29])[C:7](/[CH:10]=[C:11](\[CH2:15][C:16]2[CH:17]=[CH:18][CH:19]=[CH:20][CH:21]=2)/[C:12]([NH2:35])=[O:13])=[CH:8][N:9]=1)[CH2:2][CH2:3][CH3:4] |f:2.3|. Procedure: (E)-3-[2-n-Butyl-1-{(2-chlorophenyl)methyl}-1H-imidazol-5-yl]-2-benzyl-2-propenoic acid, prepared in Example 2, is treated with thionyl chloride and then ammonium hydroxide, as described in Example 57, to give the title compound. Starting materials: C1=CN=C(N=C1N)Cl, C1=CC(=C(C=C1CO)Br)F. The reagents and catalysts are C(=O)([O-])[O-].[Cs+].[Cs+], CC1(C2=C(C(=CC=C2)P(C3=CC=CC=C3)C4=CC=CC=C4)OC5=C1C=CC=C5P(C6=CC=CC=C6)C7=CC=CC=C7)C, CC(=O)O.CC(=O)O.[Pd]. The solvent is C1COCCO1. Reaction conditions: temperature 150 celsius. Product: C1=CC(=C(C=C1CO)NC2=NC(=NC=C2)Cl)F. The yield is 0.0%. Reported procedure: diacetoxypalladium (8.67 mg, 0.04 mmol) was added to 2-chloropyrimidin-4-amine (100 mg, 0.77 mmol), (3-bromo-4-fluorophenyl)methanol (158 mg, 0.77 mmol), (9,9-dimethyl-9H-xanthene-4,5-diyl)bis(diphenylphosphine) (53.6 mg, 0.09 mmol) and cesium carbonate (503 mg, 1.54 mmol) in 1,4-dioxane (4 mL) . The resulting suspension was stirred at 150 °C in the microwave for 30 minutes. None of the desired material was visible by LCMS. Reaction abandoned. Reactants: C(C1=CC=CC=C1)Cl (Benzyl chloride), C[O-].[Na+] (sodium methoxide), BrC=1C(NC=C(C1)C1=NC=NC=C1)=O (3-bromo-5-(4-pyrimidinyl)-2(1H)-pyridone). Solvent: CN(C)C=O (DMF), CO (MeOH), CN(C)C=O (DMF). Conditions: temperature 70 celsius. The product is C(C1=CC=CC=C1)N1C(C(=CC(=C1)C1=NC=NC=C1)Br)=O (1-benzyl-3-bromo-5-(4-pyrimidinyl)-2-pyridone). Reaction SMILES: C[O-].[Na+].[Br:4][C:5]1[C:6](=[O:17])[NH:7][CH:8]=[C:9]([C:11]2[CH:16]=[CH:15][N:14]=[CH:13][N:12]=2)[CH:10]=1.[CH2:18](Cl)[C:19]1[CH:24]=[CH:23][CH:22]=[CH:21][CH:20]=1>CN(C=O)C.CO>[CH2:18]([N:7]1[CH:8]=[C:9]([C:11]2[CH:16]=[CH:15][N:14]=[CH:13][N:12]=2)[CH:10]=[C:5]([Br:4])[C:6]1=[O:17])[C:19]1[CH:24]=[CH:23][CH:22]=[CH:21][CH:20]=1 |f:0.1|. Reported procedure: A solution of sodium methoxide (1.85 g) in 100 ml DMF and 30 ml MeOH is added to a stirred suspension of 3-bromo-5-(4-pyrimidinyl)-2(1H)-pyridone in 100 ml DMF. Benzyl chloride (3.9 ml) is added to the reaction mixture, and the mixture is heated to 70° C. for 2 hours and allowed to cool to RT overnight. The reaction mixture is filtered and the solvent evaporated in vacuo. The residue is suspended in H2O, filtered and dried. The resultant solid is dissolved in hot isopropanol, filtered through ch...